This data is from the Open Reaction Database (ORD), a public repository of structured organic reaction records. The task is: describe an organic reaction: reactants, conditions, products, and yield Reactants: O (water), Cl (hydrochloric acid), C(#N)C1=C(C=CC=C1OC)S(=O)(=O)Cl (2-cyano-3-methoxyphenylsulfonyl chloride), aqueous solution, CN (methylamine), O1CCCC1 (tetrahydrofuran), O1CCCC1 (tetrahydrofuran). Product: CN(S(=O)(=O)C1=C(C(=CC=C1)OC)C#N)C (N,N-Dimethyl-2-cyano-3-methoxyphenylsulfonamide). RXN SMILES: [C:1]([C:3]1[C:8]([O:9][CH3:10])=[CH:7][CH:6]=[CH:5][C:4]=1[S:11](Cl)(=[O:13])=O)#[N:2].[CH3:15][NH2:16].[OH2:17].Cl.O1CCC[CH2:20]1>>[CH3:15][N:16]([CH3:20])[S:11]([C:4]1[CH:5]=[CH:6][CH:7]=[C:8]([O:9][CH3:10])[C:3]=1[C:1]#[N:2])(=[O:13])=[O:17]. Procedure details: A solution of 1.25 g (5.4 mmol) of 2-cyano-3-methoxyphenylsulfonyl chloride in 30 ml of tetrahydrofuran was added to a solution of 960 mg (12 mmol) of an aqueous solution of methylamine (40% by weight) in 20 ml of tetrahydrofuran at room temperature. The reaction mixture was stirred at room temperature for 30 minutes before water was added. The aqueous phase was acidified to pH=3 using hydrochloric acid (10% strength by weight, aqueous solution). The aqueous phase was then extracted three times ... Starting materials: CS(=O)(=NC(=O)c1cncc(Br)c1)c1ccccc1, C#Cc1ccc(Cl)cc1. Yields the product CS(=O)(=NC(=O)c1cncc(C#Cc2ccc(Cl)cc2)c1)c1ccccc1. Reaction SMILES: [Br:1][c:2]1[cH:3][n:4][cH:5][c:6]([C:7](=[O:8])[N:9]=[S:10]([c:11]2[cH:12][cH:13][cH:14][cH:15][cH:16]2)(=[O:17])[CH3:18])[cH:19]1.[Cl:20][c:21]1[cH:22][cH:23][c:24]([C:27]#[CH:28])[cH:25][cH:26]1>>[c:2]1([C:28]#[C:27][c:24]2[cH:23][cH:22][c:21]([Cl:20])[cH:26][cH:25]2)[cH:3][n:4][cH:5][c:6]([C:7](=[O:8])[N:9]=[S:10]([c:11]2[cH:12][cH:13][cH:14][cH:15][cH:16]2)(=[O:17])[CH3:18])[cH:19]1.